Task: describe an organic reaction: reactants, conditions, products, and yield. Dataset: the Open Reaction Database (ORD), a public repository of structured organic reaction records Reactants: C(C(O)C)(=O)[O-].[Zn+2].C(C(O)C)(=O)[O-] (zinc lactate), C(=O)([O-])C(O)C(O)C(=O)[O-].[Zn+2] (zinc tartrate), [OH-].[NH4+] (ammonium hydroxide). Solvent: O (water), C(C(O)C)(=O)O (lactic acid). Yields the product C(C(O)C)(=O)[O-].[Zn].[NH4+] (ammonium zinc lactate), C(=O)([O-])C(O)C(O)C(=O)[O-].[Zn+].[NH4+] (ammonium zinc tartrate). RXN SMILES: [C:1]([O-:6])(=[O:5])[CH:2]([CH3:4])[OH:3].[Zn+2:7].C([O-])(=O)C(C)O.[C:14]([CH:17]([CH:19]([C:21]([O-:23])=[O:22])[OH:20])[OH:18])([O-:16])=[O:15].[Zn+2].[OH-].[NH4+:26]>O.C(O)(=O)C(C)O>[C:1]([O-:6])(=[O:5])[CH:2]([CH3:4])[OH:3].[Zn:7].[NH4+:26].[C:14]([CH:17]([CH:19]([C:21]([O-:23])=[O:22])[OH:20])[OH:18])([O-:16])=[O:15].[Zn+:7].[NH4+:26] |f:0.1.2,3.4,5.6,9.10.11,12.13.14|. Procedure: In a suitable reaction vessel, 1 gram of zinc lactate and 1 gram of zinc tartrate were suspended in 10 ml of water, and the suspension was stirred mechanically. Sufficient ammonium hydroxide was added to the mixture until a clear solution resulted which was then diluted with lactic acid (85%) to produce a solution of ammonium zinc lactate and ammonium zinc tartrate complexes. The solution had a pH of 7 and was odorless. When evaporated under gentle heat in a suitable vessel a solid zinc complex ... The reactants are CCO, CCOC(=O)C1CC2CCCCC2N1C(C)c1ccccc1. The product is CCOC(=O)C1CC2CCCCC2N1. RXN SMILES: [CH3:23][CH2:24][OH:25].[c:1]1([CH:2]([CH3:3])[N:9]2[CH:10]([C:18](=[O:19])[O:20][CH2:21][CH3:22])[CH2:11][CH:12]3[CH2:13][CH2:14][CH2:15][CH2:16][CH:17]23)[cH:4][cH:5][cH:6][cH:7][cH:8]1>>[NH:9]1[CH:10]([C:18](=[O:19])[O:20][CH2:21][CH3:22])[CH2:11][CH:12]2[CH2:13][CH2:14][CH2:15][CH2:16][CH:17]12.